This data is from the Open Reaction Database (ORD), a public repository of structured organic reaction records. The task is: describe an organic reaction: reactants, conditions, products, and yield Reported procedure: A mixture of 500 mg (1.08 mmol) of (3S*,3aR*,8bR*)-3a-(4-chlorophenyl)-6,8-diethoxy-8b-hydroxy-3-phenyl-2,3,3a,8b-tetrahydrocyclopenta[b]benzofuran-1-one (Example 15A) and 1.08 ml (2.15 mmol) of a 2 M solution of methoxymagnesium methyl carbonate in DMF is heated with stirring at 100° C. in a closed vessel for 16 h. The resulting suspension is then poured into a mixture of ice-cold 5 N hydrochloric acid and ethyl acetate. The organic phase is separated off, washed with saturated sodium chloride ... Reactants: ClC1=CC=C(C=C1)[C@@]12OC3=C([C@@]1(C(C[C@H]2C2=CC=CC=C2)=O)O)C(=CC(=C3)OCC)OCC ((3S*,3aR*,8bR*)-3a-(4-Chlorophenyl)-6,8-diethoxy-8b-hydroxy-3-phenyl-2,3,3a,8b-tetrahydrocyclopenta[b]benzofuran-1-one), solution, COC([O-])=O.CO[Mg+] (methoxymagnesium methyl carbonate), ice, C(C)(=O)OCC (ethyl acetate). Solvent: CN(C)C=O (DMF). RXN SMILES: [Cl:1][C:2]1[CH:7]=[CH:6][C:5]([C@:8]23[C@H:15]([C:16]4[CH:21]=[CH:20][CH:19]=[CH:18][CH:17]=4)[CH2:14][C:13](=O)[C@@:12]2(O)[C:11]2[C:24]([O:31][CH2:32][CH3:33])=[CH:25]C(OCC)=C[C:10]=2[O:9]3)=[CH:4][CH:3]=1.CO[C:36](=[O:38])[O-:37].CO[Mg+].[C:42]([O:45][CH2:46][CH3:47])(=[O:44])[CH3:43]>CN(C=O)C>[Cl:1][C:2]1[CH:3]=[CH:4][C:5]([C@:8]23[C@H:15]([C:16]4[CH:17]=[CH:18][CH:19]=[CH:20][CH:21]=4)[C@H:14]([C:36]([OH:37])=[O:38])[CH2:13][C@@H:12]2[C:43]2[C:42]([O:45][CH2:46][CH3:47])([OH:44])[CH2:25][C:24]([O:31][CH2:32][CH3:33])=[CH:11][C:10]=2[O:9]3)=[CH:6][CH:7]=1 |f:1.2|. Reaction conditions: temperature 100 celsius, time 16 hour. Yields the product ClC1=CC=C(C=C1)[C@@]12OC3=C([C@H]1C[C@H]([C@H]2C2=CC=CC=C2)C(=O)O)C(CC(=C3)OCC)(O)OCC ((2R*,3S*,3aR*,8bR*)-3a-(4-Chlorophenyl)-6,8-diethoxy-8-hydroxy-3-phenyl-2,3,3a,8b-tetrahydrocyclopenta[b]benzofuran-2-carboxylic acid). Reactants: COC(=O)CCc1ccc(-c2nc(-c3ccc(OC(C)C)c(C(F)(F)F)c3)no2)c(C)c1, CCOC(=O)C(F)(F)Cc1ccc(C2=NOCN2c2ccc(OC(C)C)c(C(F)(F)F)c2)c(C)c1. The product is Cc1cc(CC(F)(F)C(=O)O)ccc1C1=NOCN1c1ccc(OC(C)C)c(C(F)(F)F)c1. As a reaction SMILES: [CH:36]([O:37][c:38]1[cH:39][cH:40][c:41](-[c:42]2[n:43][c:44](-[c:45]3[cH:46][cH:47][c:48]([CH2:49][CH2:50][C:51]([O:52][CH3:53])=[O:54])[cH:55][c:56]3[CH3:57])[o:58][n:59]2)[cH:60][c:61]1[C:62]([F:63])([F:64])[F:65])([CH3:66])[CH3:67].[F:1][C:2]([C:3](=[O:4])[O:5][CH2:6][CH3:7])([CH2:8][c:9]1[cH:10][c:11]([CH3:34])[c:12]([C:15]2=[N:16][O:17][CH2:18][N:19]2[c:20]2[cH:21][c:22]([C:30]([F:31])([F:32])[F:33])[c:23]([O:26][CH:27]([CH3:28])[CH3:29])[cH:24][cH:25]2)[cH:13][cH:14]1)[F:35]>>[F:1][C:2]([C:3](=[O:4])[OH:5])([CH2:8][c:9]1[cH:10][c:11]([CH3:34])[c:12]([C:15]2=[N:16][O:17][CH2:18][N:19]2[c:20]2[cH:21][c:22]([C:30]([F:31])([F:32])[F:33])[c:23]([O:26][CH:27]([CH3:28])[CH3:29])[cH:24][cH:25]2)[cH:13][cH:14]1)[F:35]. The reactants are FC=1C(NC(NC1)=O)=O (5-fluorouracil), C(C1=CC=CC=C1)(=O)Cl (benzoylchloride), O1CCOCC1 (dioxane). Solvent: N1=CC=CC=C1 (pyridine). The product is C(C1=CC=CC=C1)(=O)N1C(=O)NC(=O)C(=C1)F (1-benzoyl-5-fluorouracil). The yield is 42.7%. As a reaction SMILES: [F:1][C:2]1[C:3](=[O:9])[NH:4][C:5](=[O:8])[NH:6][CH:7]=1.O1CCOCC1.[C:16](Cl)(=[O:23])[C:17]1[CH:22]=[CH:21][CH:20]=[CH:19][CH:18]=1>N1C=CC=CC=1>[C:16]([N:6]1[CH:7]=[C:2]([F:1])[C:3](=[O:9])[NH:4][C:5]1=[O:8])(=[O:23])[C:17]1[CH:22]=[CH:21][CH:20]=[CH:19][CH:18]=1. Procedure: 2.6 g (0.02 mole) of 5-fluorouracil was suspended in a mixed solution of 35 ml. of dioxane and 10 ml. of pyridine and reacted with 6.7 g (0.048 mole) of benzoylchloride. The reaction mixture was treated in the same manner as in Example 1 and 2.00 g (42.5% yield) of 1-benzoyl-5-fluorouracil was obtained. The product was recrystallized from ethanol to give white needles melting at 170°-172°C. The results of an elementary analysis thereof were well in agreement with the calculated value as follows: Reactants: ClC=1C=CC=2N(C1)C(=C(N2)C2=CC=CC=C2)CNC2=NC=CC(=N2)N2CCC(CC2)(O)C (1-(2-((6-chloro-2-phenylimidazo[1,2-a]pyridin-3-yl)methylamino)pyrimidin-4-yl)-4-methylpiperidin-4-ol), ClC1=NC(=NC=C1)NCC1=C(N=C2N1C=C(C=C2)Cl)C2=CC=CC=C2 (4-chloro-N-((6-chloro-2-phenylimidazo[1,2-a]pyridin-3-yl)methyl)pyrimidin-2-amine), N1[C@H](CCC1)CO ((R)-pyrrolidin-2-ylmethanol). Yields the product ClC=1C=CC=2N(C1)C(=C(N2)C2=CC=CC=C2)CNC2=NC=CC(=N2)N2[C@H](CCC2)CO ((R)-(1-(2-((6-chloro-2-phenylimidazo[1,2-a]pyridin-3-yl)methylamino)pyrimidin-4-yl)pyrrolidin-2-yl)methanol). As a reaction SMILES: [Cl:1][C:2]1[CH:3]=[CH:4][C:5]2[N:6]([C:8]([CH2:17][NH:18][C:19]3[N:24]=[C:23]([N:25]4[CH2:30][CH2:29]C(C)(O)CC4)[CH:22]=[CH:21][N:20]=3)=[C:9]([C:11]3[CH:16]=[CH:15][CH:14]=[CH:13][CH:12]=3)[N:10]=2)[CH:7]=1.ClC1C=CN=C(NCC2N3C=C(Cl)C=CC3=NC=2C2C=CC=CC=2)N=1.N1CC[CH2:60][C@@H:59]1[CH2:63][OH:64]>>[Cl:1][C:2]1[CH:3]=[CH:4][C:5]2[N:6]([C:8]([CH2:17][NH:18][C:19]3[N:24]=[C:23]([N:25]4[CH2:30][CH2:29][CH2:60][C@@H:59]4[CH2:63][OH:64])[CH:22]=[CH:21][N:20]=3)=[C:9]([C:11]3[CH:16]=[CH:15][CH:14]=[CH:13][CH:12]=3)[N:10]=2)[CH:7]=1. Procedure details: The title compound was prepared in the same fashion as that described for compound 187 from 4-chloro-N-((6-chloro-2-phenylimidazo[1,2-a]pyridin-3-yl)methyl)pyrimidin-2-amine and (R)-pyrrolidin-2-ylmethanol. m/e 435 (M+H)+. Reactants: BrC1=NN(C(=C1[N+](=O)[O-])Br)CCC (3,5-dibromo-1-propyl-4-nitro-1H-pyrazole), C[Si](C)(C)[N-][Si](C)(C)C.[Li+] (lithium bis(trimethylsilyl)amide), bis(dibenzylidene)palladium (0), P(C(C)(C)C)(C(C)(C)C)C(C)(C)C (P(t-Bu)3), C1(=CC=CC=C1)C (toluene). Yields the product C(C1=CC=CC=C1)NC=1N(N=C(C1[N+](=O)[O-])Br)CCC (benzyl-(5-bromo-2-propyl-4-nitro-2H-pyrazol-3-yl)-amine). Reaction SMILES: [Br:1][C:2]1[C:6]([N+:7]([O-:9])=[O:8])=[C:5](Br)[N:4]([CH2:11][CH2:12][CH3:13])[N:3]=1.C[Si]([N-:18][Si](C)(C)C)(C)C.[Li+].P(C(C)(C)C)(C(C)(C)C)C(C)(C)C.[C:37]1([CH3:43])[CH:42]=[CH:41][CH:40]=[CH:39][CH:38]=1>>[CH2:43]([NH:18][C:5]1[N:4]([CH2:11][CH2:12][CH3:13])[N:3]=[C:2]([Br:1])[C:6]=1[N+:7]([O-:9])=[O:8])[C:37]1[CH:42]=[CH:41][CH:40]=[CH:39][CH:38]=1 |f:1.2|. Reported procedure: Treatment of 3,5-dibromo-4-nitro-1H-pyrazole 1 with 2-bromoethanol and NaH in DMF affords 2-(3,5-dibromo-4-nitro-1H-pyrazol-1-yl)ethanol 2. Reaction of the compound 2 with lithium bis(trimethylsilyl)amide in the presence of bis(dibenzylidene)palladium (0) and P(t-Bu)3 in toluene affords the bis-silylamine 3, which is readily converted to 2-(5-amino-3-bromo-4-nitro-1H-pyrazol-1-yl)ethanol 4 by addition of aqueous HCl and neutralization (Org. Lett. 2001, 3, 2729). Reduction of the compound 4 with ... Starting materials: Cn1c(C(F)(F)F)cc(=O)n(-c2c(F)cc(Cl)cc2F)c1=O, O=[N+]([O-])O, O=S(=O)(O)O. Yields the product Cn1c(C(F)(F)F)cc(=O)n(-c2c(F)cc(Cl)c([N+](=O)[O-])c2F)c1=O. RXN SMILES: [Cl:1][c:2]1[cH:3][c:4]([F:22])[c:5](-[n:9]2[c:10](=[O:21])[n:11]([CH3:20])[c:12]([C:16]([F:17])([F:18])[F:19])[cH:13][c:14]2=[O:15])[c:6]([F:8])[cH:7]1.[OH:23][N+:24]([O-:25])=[O:26].[S:27](=[O:28])(=[O:29])([OH:30])[OH:31]>>[Cl:1][c:2]1[c:3]([N+:24](=[O:23])[O-:25])[c:4]([F:22])[c:5](-[n:9]2[c:10](=[O:21])[n:11]([CH3:20])[c:12]([C:16]([F:17])([F:18])[F:19])[cH:13][c:14]2=[O:15])[c:6]([F:8])[cH:7]1. Reactants: CCOC(CC)=C(C#N)C#N, CCO, C[O-], N#CN, [Na+]. The product is CCC([N-]C#N)=C(C#N)C#N, [Na+]. Reaction SMILES: [CH2:7]([O:8][C:10]([CH2:11][CH3:12])=[C:13]([C:14]#[N:15])[C:16]#[N:17])[CH3:9].[CH3:18][CH2:19][OH:20].[CH3:4][O-:5].[NH2:1][C:2]#[N:3].[Na+:6]>>[N-:1]([C:2]#[N:3])[C:10]([CH2:11][CH3:12])=[C:13]([C:14]#[N:15])[C:16]#[N:17].[Na+:6]. Starting materials: OCCCCCCCCCCCCCCCCCCCCCC(=O)OC(C)(C)C (Tert.-Butyl 22-Hydroxydocosanoate), C(CCCCCCC\C=C/C\C=C/CCCCC)(=O)O (linoleic acid), CN(C)C1=NC=CC=C1 (dimethylaminopyridine), C1(CCCCC1)N=C=NC1CCCCC1 (dicyclohexylcarbodiimide). Run in C(C)O (ethanol). Run at time 3 hour. Yields the product C(CCCCCCC\C=C/C\C=C/CCCCC)(=O)OCCCCCCCCCCCCCCCCCCCCCC(=O)OC(C)(C)C (22-Linoleoyloxydocosanoic Acid, Tert.-Butyl Ester). Reaction SMILES: [OH:1][CH2:2][CH2:3][CH2:4][CH2:5][CH2:6][CH2:7][CH2:8][CH2:9][CH2:10][CH2:11][CH2:12][CH2:13][CH2:14][CH2:15][CH2:16][CH2:17][CH2:18][CH2:19][CH2:20][CH2:21][CH2:22][C:23]([O:25][C:26]([CH3:29])([CH3:28])[CH3:27])=[O:24].[C:30](O)(=[O:48])[CH2:31][CH2:32][CH2:33][CH2:34][CH2:35][CH2:36][CH2:37]/[CH:38]=[CH:39]\[CH2:40]/[CH:41]=[CH:42]\[CH2:43][CH2:44][CH2:45][CH2:46][CH3:47].CN(C1C=CC=CN=1)C.C1(N=C=NC2CCCCC2)CCCCC1>C(O)C>[C:30]([O:1][CH2:2][CH2:3][CH2:4][CH2:5][CH2:6][CH2:7][CH2:8][CH2:9][CH2:10][CH2:11][CH2:12][CH2:13][CH2:14][CH2:15][CH2:16][CH2:17][CH2:18][CH2:19][CH2:20][CH2:21][CH2:22][C:23]([O:25][C:26]([CH3:29])([CH3:28])[CH3:27])=[O:24])(=[O:48])[CH2:31][CH2:32][CH2:33][CH2:34][CH2:35][CH2:36][CH2:37]/[CH:38]=[CH:39]\[CH2:40]/[CH:41]=[CH:42]\[CH2:43][CH2:44][CH2:45][CH2:46][CH3:47]. Procedure: A solution containing tert.-butyl 22-hydroxydocosanoate (34) (2.17 g, 5.26 mmol) and linoleic acid (1.45 g, 5.26 mmol) in dry ethanol free chloroform (50 ml) at room temperature under nitrogen was treated with dimethylaminopyridine (0.064 g, 0.524 mmol) and dicyclohexylcarbodiimide (1.19 g, 5.78 mmol), and the resulting solution was stirred for three hours at room temperature, after which time tlc indicated that the reaction is complete. The mixture was filtered and the filtrate washed with 5% a...